Task: describe an organic reaction: reactants, conditions, products, and yield. Dataset: the Open Reaction Database (ORD), a public repository of structured organic reaction records Reactants: [N+](=O)([O-])C=1C=C(C(=O)Cl)C=CC1 (3-nitrobenzoyl chloride), COC1=CC=C(C=C1)[C@@H]1SC2=C(N(C([C@@H]1O)=O)CCN(C)C)C=CC=C2 ((±)-cis-2-(4-methoxyphenyl)-3-hydroxy-5-[2-(dimethylamino)ethyl]-2,3-dihydro-1,5-benzothiazepin-4(5H)-one), ice water. Run in N1=CC=CC=C1 (pyridine). Conditions: time 1 hour. Yields the product COC1=CC=C(C=C1)[C@@H]1SC2=C(N(C([C@@H]1OC(C1=CC(=CC=C1)[N+](=O)[O-])=O)=O)CCN(C)C)C=CC=C2 ((±)-cis-2-(4-methoxyphenyl)-3-(3-nitrobenzoyloxy)-5-[2-(dimethylamino)-ethyl]-2,3-dihydro-1,5-benzothiazepin-4(5H)-one). Isolated yield 75.0%. As a reaction SMILES: [CH3:1][O:2][C:3]1[CH:8]=[CH:7][C:6]([C@H:9]2[C@@H:15]([OH:16])[C:14](=[O:17])[N:13]([CH2:18][CH2:19][N:20]([CH3:22])[CH3:21])[C:12]3[CH:23]=[CH:24][CH:25]=[CH:26][C:11]=3[S:10]2)=[CH:5][CH:4]=1.[N+:27]([C:30]1[CH:31]=[C:32]([CH:36]=[CH:37][CH:38]=1)[C:33](Cl)=[O:34])([O-:29])=[O:28]>N1C=CC=CC=1>[CH3:1][O:2][C:3]1[CH:4]=[CH:5][C:6]([C@H:9]2[C@@H:15]([O:16][C:33](=[O:34])[C:32]3[CH:36]=[CH:37][CH:38]=[C:30]([N+:27]([O-:29])=[O:28])[CH:31]=3)[C:14](=[O:17])[N:13]([CH2:18][CH2:19][N:20]([CH3:22])[CH3:21])[C:12]3[CH:23]=[CH:24][CH:25]=[CH:26][C:11]=3[S:10]2)=[CH:7][CH:8]=1. Reported procedure: 1.2 g of (±)-cis-2-(4-methoxyphenyl)-3-hydroxy-5-[2-(dimethylamino)ethyl]-2,3-dihydro-1,5-benzothiazepin-4(5H)-one are dissolved in 10 ml of pyridine, and 0.66 g of 3-nitrobenzoyl chloride is added thereto. The mixture is stirred at room temperature for one hour. After the reaction, the mixture is poured into ice-water. The crystalline precipitates are collected by filtration and then recrystallized from a mixture of ethyl acetate and n-hexane. 1.26 g of (±)-cis-2-(4-methoxyphenyl)-3-(3-nitroben... Starting materials: ClC1=C(C(CN2C=NC=C2)OCC2=C(C=C(C=C2)Cl)Cl)C=CC(=C1)Cl (1-[2,4-dichloro-β-(2,4-dichlorobenzyloxy)phenethyl]imidazole), ClC1=C(C=CCCl)C=CC(=C1)Cl (2,4-dichlorocinnamylchloride), C(C)(C)OC(C)C (diisopropyl ether). As a reaction SMILES: [Cl:1][C:2]1[CH:24]=[C:23]([Cl:25])[CH:22]=[CH:21][C:3]=1[CH:4]([O:11][CH2:12][C:13]1[CH:18]=[CH:17][C:16]([Cl:19])=[CH:15][C:14]=1[Cl:20])[CH2:5][N:6]1[CH:10]=[CH:9][N:8]=[CH:7]1.[Cl:26][C:27]1[CH:36]=[C:35]([Cl:37])[CH:34]=[CH:33][C:28]=1[CH:29]=[CH:30][CH2:31]Cl.C(OC(C)C)(C)C>C(#N)C>[Cl-:1].[Cl:26][C:27]1[CH:36]=[C:35]([Cl:37])[CH:34]=[CH:33][C:28]=1[CH:29]=[CH:30][CH2:31][N+:8]1[CH:9]=[CH:10][N:6]([CH2:5][CH:4]([O:11][CH2:12][C:13]2[CH:18]=[CH:17][C:16]([Cl:19])=[CH:15][C:14]=2[Cl:20])[C:3]2[CH:21]=[CH:22][C:23]([Cl:25])=[CH:24][C:2]=2[Cl:1])[CH:7]=1 |f:4.5|. The solvent is C(C)#N (acetonitrile). Yields the product [Cl-].ClC1=C(C=CC[N+]2=CN(C=C2)CC(C2=C(C=C(C=C2)Cl)Cl)OCC2=C(C=C(C=C2)Cl)Cl)C=CC(=C1)Cl (1-(2,4-dichlorocinnamyl)-3-[2,4-dichloro-β-(2,4-dichlorobenzyloxy)phenethyl]imidazolium chloride). Procedure: A mixture of 4.2 parts of 1-[2,4-dichloro-β-(2,4-dichlorobenzyloxy)phenethyl]imidazole, 2.7 parts of 2,4-dichlorocinnamylchloride and 40 parts of acetonitrile is stirred and refluxed overnight. Upon the addition of diisopropyl ether, the product crystallizes. It is filtered off and dried, yielding 5.8 parts of 1-(2,4-dichlorocinnamyl)-3-[2,4-dichloro-β-(2,4-dichlorobenzyloxy)phenethyl]imidazolium chloride; mp. 142.2° C.